From a dataset of the Open Reaction Database (ORD), a public repository of structured organic reaction records. describe an organic reaction: reactants, conditions, products, and yield Starting materials: CC(C)(OC(=O)N[C@@H](CC(=O)O)CC1=C(C=CC(=C1)F)F)C ((3R)-3-[(1,1-dimethylethoxycarbonyl)amino]-4-(2,5-difluorophenyl)butanoic acid), CC(C)(OC(=O)N[C@@H](CC(=O)O)CC1=C(C=CC(=C1)F)F)C ((3R)-3-[(1,1-dimethylethoxycarbonyl)amino]-4-(2,5-difluorophenyl)butanoic acid), FC(C1=NN=C2N1CCNC2)(F)F (3-(trifluoromethyl)-5,6,7,8-tetrahydro-1,2,4-triazolo[4,3-α]pyrazine). Yields the product CC(C)(OC(=O)N[C@@H](CC(=O)N1CC=2N(CC1)C(=NN2)C(F)(F)F)CC2=C(C=CC(=C2)F)F)C (7-[(3R)-3-[(1,1-Dimethylethoxycarbonyl)amino]-4-(2,5-difluorophenyl)butanoyl]-3-(trifluoromethyl)-5,6,7,8-tetrahydro-1,2,4-triazolo[4,3-α]pyrazine). Isolated yield 48.7%. Reaction SMILES: [CH3:1][C:2]([CH3:22])([O:4][C:5]([NH:7][C@H:8]([CH2:13][C:14]1[CH:19]=[C:18]([F:20])[CH:17]=[CH:16][C:15]=1[F:21])[CH2:9][C:10]([OH:12])=O)=[O:6])[CH3:3].[F:23][C:24]([F:35])([F:34])[C:25]1[N:29]2[CH2:30][CH2:31][NH:32][CH2:33][C:28]2=[N:27][N:26]=1>>[CH3:22][C:2]([CH3:1])([O:4][C:5]([NH:7][C@H:8]([CH2:13][C:14]1[CH:19]=[C:18]([F:20])[CH:17]=[CH:16][C:15]=1[F:21])[CH2:9][C:10]([N:32]1[CH2:31][CH2:30][N:29]2[C:25]([C:24]([F:35])([F:23])[F:34])=[N:26][N:27]=[C:28]2[CH2:33]1)=[O:12])=[O:6])[CH3:3]. Procedure details: The title compound was prepared from (3R)-3-[(1,1-dimethylethoxycarbonyl)-amino](2,5-difluorophenyl)butanoic acid (Intermediate 1, 50 mg, 0.16 mmol) and 3-(trifluoromethyl)-5,6,7,8-tetrahydro-1,2,4-triazolo[4,3-α]pyrazine (30 mg, 0.16 mmol) using a procedure analogous to that described for Example 1, Step C. The crude product was purified by preparative TLC (silica gel, 100% ethyl acetate, then 10% methanol/dichloromethane (2×)) to afford the title compound (38.1 mg) as a solid. 1H NMR (500 MHz,... Starting materials: C([C@@H]1[C@@H]2[C@@H]([C@H]([C@H](O1)O[C@@H]3[C@H](O[C@@H]([C@@H]([C@H]3O)O)O[C@@H]4[C@H](O[C@@H]([C@@H]([C@H]4O)O)O[C@@H]5[C@H](O[C@@H]([C@@H]([C@H]5O)O)O[C@@H]6[C@H](O[C@@H]([C@@H]([C@H]6O)O)O[C@@H]7[C@H](O[C@@H]([C@@H]([C@H]7O)O)O[C@@H]8[C@H](O[C@H](O2)[C@@H]([C@H]8O)O)CO)CO)CO)CO)CO)CO)O)O)O (beta-cyclodextrin), Sepharose, [Cu](Cl)Cl (copper (II) chloride). The product is C([C@@H]1[C@@H]2[C@@H]([C@H]([C@H](O1)O[C@@H]3[C@H](O[C@@H]([C@@H]([C@H]3O)O)O[C@@H]4[C@H](O[C@@H]([C@@H]([C@H]4O)O)O[C@@H]5[C@H](O[C@@H]([C@@H]([C@H]5O)O)O[C@@H]6[C@H](O[C@@H]([C@@H]([C@H]6O)O)O[C@@H]7[C@H](O[C@@H]([C@@H]([C@H]7O)O)O[C@@H]8[C@H](O[C@H](O2)[C@@H]([C@H]8O)O)CO)CO)CO)CO)CO)CO)O)O)O.[Cu] (beta-cyclodextrin copper). As a reaction SMILES: [CH2:1]([OH:77])[C@H:2]1[O:7][C@@H:6]2[O:8][C@H:9]3[C@H:14]([OH:15])[C@@H:13]([OH:16])[C@@H:12]([O:17][C@H:18]4[C@H:23]([OH:24])[C@@H:22]([OH:25])[C@@H:21]([O:26][C@H:27]5[C@H:32]([OH:33])[C@@H:31]([OH:34])[C@@H:30]([O:35][C@H:36]6[C@H:41]([OH:42])[C@@H:40]([OH:43])[C@@H:39]([O:44][C@H:45]7[C@H:50]([OH:51])[C@@H:49]([OH:52])[C@@H:48]([O:53][C@H:54]8[C@H:60]([OH:61])[C@@H:59]([OH:62])[C@@H:57]([O:58][C@H:3]1[C@H:4]([OH:76])[C@H:5]2[OH:75])[O:56][C@@H:55]8[CH2:63][OH:64])[O:47][C@@H:46]7[CH2:65][OH:66])[O:38][C@@H:37]6[CH2:67][OH:68])[O:29][C@@H:28]5[CH2:69][OH:70])[O:20][C@@H:19]4[CH2:71][OH:72])[O:11][C@@H:10]3[CH2:73][OH:74].[Cu:78](Cl)Cl>>[CH2:67]([OH:68])[C@H:37]1[O:38][C@@H:39]2[O:44][C@H:45]3[C@H:50]([OH:51])[C@@H:49]([OH:52])[C@@H:48]([O:53][C@H:54]4[C@H:60]([OH:61])[C@@H:59]([OH:62])[C@@H:57]([O:58][C@H:3]5[C@H:4]([OH:76])[C@@H:5]([OH:75])[C@@H:6]([O:8][C@H:9]6[C@H:14]([OH:15])[C@@H:13]([OH:16])[C@@H:12]([O:17][C@H:18]7[C@H:23]([OH:24])[C@@H:22]([OH:25])[C@@H:21]([O:26][C@H:27]8[C@H:32]([OH:33])[C@@H:31]([OH:34])[C@@H:30]([O:35][C@H:36]1[C@H:41]([OH:42])[C@H:40]2[OH:43])[O:29][C@@H:28]8[CH2:69][OH:70])[O:20][C@@H:19]7[CH2:71][OH:72])[O:11][C@@H:10]6[CH2:73][OH:74])[O:7][C@@H:2]5[CH2:1][OH:77])[O:56][C@@H:55]4[CH2:63][OH:64])[O:47][C@@H:46]3[CH2:65][OH:66].[Cu:78] |f:2.3|. Procedure details: The beta-cyclodextrin-copper biaffinity column was prepared by mixing 0.5 ml each of the sulfated beta-cyclodextrin polymer and chelating Sepharose (Pharmacia) that had been saturated with copper (II) chloride. A sample (16 ml) of Chondrosarcoma-derived growth factor partially purified by batchwise adsorption to heparin-Sepharose® was applied directly to this biaffinity column (1×1.3 cm) pre-equilibrated with 2M NaCl, 10 mM Tris, pH 7. The column was rinsed consecutively with 40 ml each of the f... The reactants are NC[C@H]1N(CCC[C@H]1C)C(=O)C1=C(C=CC(=C1)C)C=1C=NN(C1)C (((2S,3R)-2-(aminomethyl)-3-methylpiperidin-1-yl)(5-methyl-2-(1-methyl-1H-pyrazol-4-yl)phenyl)methanone), FC=1C=CC(=C(C(=O)N2[C@@H]([C@@H](CCC2)C)CN2C(C3=CC=CC=C3C2=O)=O)C1)C1=NC=CC=N1 (2-(((2S,3R)-1-(5-fluoro-2-(pyrimidin-2-yl)benzoyl)-3-methylpiperidin-2-yl)methyl)isoindoline-1,3-dione). The product is NC[C@H]1N(CCC[C@H]1C)C(=O)C1=C(C=CC(=C1)F)C1=NC=CC=N1 (((2S,3R)-2-(Aminomethyl)-3-methylpiperidin-1-yl)(5-fluoro-2-(pyrimidin-2-yl)phenyl)methanone). Reaction SMILES: NC[C@@H]1[C@H](C)CCCN1C(C1C=C(C)C=CC=1C1C=NN(C)C=1)=O.[F:25][C:26]1[CH:27]=[CH:28][C:29]([C:53]2[N:58]=[CH:57][CH:56]=[CH:55][N:54]=2)=[C:30]([CH:52]=1)[C:31]([N:33]1[CH2:38][CH2:37][CH2:36][C@@H:35]([CH3:39])[C@H:34]1[CH2:40][N:41]1C(=O)C2C(=CC=CC=2)C1=O)=[O:32]>>[NH2:41][CH2:40][C@@H:34]1[C@H:35]([CH3:39])[CH2:36][CH2:37][CH2:38][N:33]1[C:31]([C:30]1[CH:52]=[C:26]([F:25])[CH:27]=[CH:28][C:29]=1[C:53]1[N:54]=[CH:55][CH:56]=[CH:57][N:58]=1)=[O:32]. Reported procedure: The title compound was synthesized following the same general protocol as described for ((2S,3R)-2-(aminomethyl)-3-methylpiperidin-1-yl)(5-methyl-2-(1-methyl-1H-pyrazol-4-yl)phenyl)methanone in Example A1, using 2-(((2S,3R)-1-(5-fluoro-2-(pyrimidin-2-yl)benzoyl)-3-methylpiperidin-2-yl)methyl)isoindoline-1,3-dione. ESI-MS (m/z): 329 [M+1]+. Starting materials: C(#N)C1=C(C(=C(C=C1)C=1C=NN(C1O)C1=NC=C(C(=O)O)C=C1)C)F (6-(4-(4-cyano-3-fluoro-2-methylphenyl)-5-hydroxy-1H-pyrazol-1-yl)nicotinic acid), C(C)(C)N1[C@H](CNCC1)C ((S)-1-isopropyl-2-methylpiperazine). The product is FC1=C(C#N)C=CC(=C1C)C=1C=NN(C1O)C1=NC=C(C=C1)C(=O)N1C[C@@H](N(CC1)C(C)C)C ((S)-2-fluoro-4-(5-hydroxy-1-(5-(4-isopropyl-3-methylpiperazine-1-carbonyl)pyridin-2-yl)-1H-pyrazol-4-yl)-3-methylbenzonitrile). RXN SMILES: [C:1]([C:3]1[CH:8]=[CH:7][C:6]([C:9]2[CH:10]=[N:11][N:12]([C:15]3[CH:23]=[CH:22][C:18]([C:19](O)=[O:20])=[CH:17][N:16]=3)[C:13]=2[OH:14])=[C:5]([CH3:24])[C:4]=1[F:25])#[N:2].[CH:26]([N:29]1[CH2:34][CH2:33][NH:32][CH2:31][C@@H:30]1[CH3:35])([CH3:28])[CH3:27]>>[F:25][C:4]1[C:5]([CH3:24])=[C:6]([C:9]2[CH:10]=[N:11][N:12]([C:15]3[CH:23]=[CH:22][C:18]([C:19]([N:32]4[CH2:33][CH2:34][N:29]([CH:26]([CH3:28])[CH3:27])[C@@H:30]([CH3:35])[CH2:31]4)=[O:20])=[CH:17][N:16]=3)[C:13]=2[OH:14])[CH:7]=[CH:8][C:3]=1[C:1]#[N:2]. Procedure: The title compound was prepared in a manner similar to Example 303 using 6-(4-(4-cyano-3-fluoro-2-methylphenyl)-5-hydroxy-1H-pyrazol-1-yl)nicotinic acid and (S)-1-isopropyl-2-methylpiperazine. 1H NMR (400 MHz, DMSO-d6) δ ppm 1.02-1.50 (m, 9H) 2.33 (d, J=2.53 Hz, 3H) 2.88-3.64 (m, 5H) 3.89 (br. s., 2H) 4.22-4.92 (m, 1H) 7.53-7.69 (m, 1H) 7.70-7.79 (m, 1H) 7.84-8.79 (m, 4H) 9.49-10.25 (m, 1H). ESI-MS m/z [M+H]+ 463.3. The reactants are COC1=CC=C(C=C1)N1CCNCC1 (1-(4-methoxyphenyl)piperazine), C1(=C(C=CC=C1)CN1CCN(CC1)C1=CC=CC=C1)C1=CC=CC=C1 (1-(biphenyl-2-ylmethyl)-4-phenylpiperazine), C=1(C(=CC=CC1)C=O)C1=CC=CC=C1 (biphenyl-2-carbaldehyde), [BH-](OC(=O)C)(OC(=O)C)OC(=O)C.[Na+] (NaBH(OAc)3). The product is C1(=C(C=CC=C1)CN1CCN(CC1)C1=CC=C(C=C1)OC)C1=CC=CC=C1 (1-(biphenyl-2-ylmethyl)-4-(4-methoxyphenyl)piperazine). Reaction SMILES: [CH3:1][O:2][C:3]1[CH:8]=[CH:7][C:6]([N:9]2[CH2:14][CH2:13][NH:12][CH2:11][CH2:10]2)=[CH:5][CH:4]=1.[C:15]1([C:23]2[CH:28]=[CH:27][CH:26]=[CH:25][CH:24]=2)[C:16]([CH:21]=O)=[CH:17][CH:18]=[CH:19][CH:20]=1.[BH-](OC(C)=O)(OC(C)=O)OC(C)=O.[Na+].C1(C2C=CC=CC=2)C=CC=CC=1CN1CCN(C2C=CC=CC=2)CC1>>[C:15]1([C:23]2[CH:24]=[CH:25][CH:26]=[CH:27][CH:28]=2)[CH:20]=[CH:19][CH:18]=[CH:17][C:16]=1[CH2:21][N:12]1[CH2:13][CH2:14][N:9]([C:6]2[CH:5]=[CH:4][C:3]([O:2][CH3:1])=[CH:8][CH:7]=2)[CH2:10][CH2:11]1 |f:2.3|. Reported procedure: 128.8 mg of the target compound (0.36 mmol, 65.3%) was obtained using 1-(4-methoxyphenyl)piperazine (212 mg, 1.10 mmol), biphenyl-2-carbaldehyde (100 mg, 0.55 mmol) and NaBH(OAc)3 (355 mg, 1.65 mmol) according to the synthesis method of Compound 1. Starting materials: O[C@@H]1C[C@H](NC1)C(=O)O (trans-4-hydroxy-L-proline), ClC1=NC=CC(=C1)C1=CC(=C(C=C1)SC1=C(C=CC=C1)OC)C(F)(F)F (2-chloro-4-(4-(2-methoxy-phenylsulfanyl)-3-trifluoromethyl-phenyl)-pyridine), OC1CNCC1 (3-hydroxypyrrolidine). The product is title compound, OC1CC(N(C1)C1=NC=CC(=C1)C1=CC(=C(C=C1)SC1=C(C=CC=C1)OC)C(F)(F)F)C(=O)O (4-Hydroxy-1-(4-(4-(2-methoxy-phenylsulfanyl)-3-trifluoromethyl-phenyl)-pyridin-2-yl)-pyrrolidine-2-carboxylic acid). RXN SMILES: Cl[C:2]1[CH:7]=[C:6]([C:8]2[CH:13]=[CH:12][C:11]([S:14][C:15]3[CH:20]=[CH:19][CH:18]=[CH:17][C:16]=3[O:21][CH3:22])=[C:10]([C:23]([F:26])([F:25])[F:24])[CH:9]=2)[CH:5]=[CH:4][N:3]=1.OC1CCNC1.[OH:33][C@H:34]1[CH2:38][NH:37][C@H:36]([C:39]([OH:41])=[O:40])[CH2:35]1>>[OH:33][CH:34]1[CH2:38][N:37]([C:2]2[CH:7]=[C:6]([C:8]3[CH:13]=[CH:12][C:11]([S:14][C:15]4[CH:20]=[CH:19][CH:18]=[CH:17][C:16]=4[O:21][CH3:22])=[C:10]([C:23]([F:25])([F:24])[F:26])[CH:9]=3)[CH:5]=[CH:4][N:3]=2)[CH:36]([C:39]([OH:41])=[O:40])[CH2:35]1. Reported procedure: The title compound was prepared according to the procedures of Example 38E, substituting compound 76 with compound 96 (0.039 g, 0.0985 mmol) and 3-hydroxypyrrolidine with trans-4-hydroxy-L-proline. A yellow solid 110 was obtained (0.031 g, 65%). MS (APCI) m/z 491 (M+H)+.